From a dataset of the Open Reaction Database (ORD), a public repository of structured organic reaction records. describe an organic reaction: reactants, conditions, products, and yield The reactants are BrC1=CC=C(C=C1)SCCCCOC=1C=CC2=C(C(OC(N2)=O)(C)C)C1 (6-[4-(4-bromo-phenylmercapto)-butoxy]-4,4-dimethyl-4H-3,1-benzoxazin-2-one), OO (hydrogen peroxide). Product: BrC1=CC=C(C=C1)S(=O)CCCCOC=1C=CC2=C(C(OC(N2)=O)(C)C)C1 (6-[4-(4-Bromo-phenylsulfinyl)-butoxy]-4,4-dimethyl-4H-3,1-benzoxazin-2-one). RXN SMILES: [Br:1][C:2]1[CH:7]=[CH:6][C:5]([S:8][CH2:9][CH2:10][CH2:11][CH2:12][O:13][C:14]2[CH:15]=[CH:16][C:17]3[NH:22][C:21](=[O:23])[O:20][C:19]([CH3:25])([CH3:24])[C:18]=3[CH:26]=2)=[CH:4][CH:3]=1.[OH:27]O>>[Br:1][C:2]1[CH:7]=[CH:6][C:5]([S:8]([CH2:9][CH2:10][CH2:11][CH2:12][O:13][C:14]2[CH:15]=[CH:16][C:17]3[NH:22][C:21](=[O:23])[O:20][C:19]([CH3:24])([CH3:25])[C:18]=3[CH:26]=2)=[O:27])=[CH:4][CH:3]=1. Procedure details: Prepared analogously to Example 2, from 6-[4-(4-bromo-phenylmercapto)-butoxy]-4,4-dimethyl-4H-3,1-benzoxazin-2-one and hydrogen peroxide. The product is CN1CCC(Oc2ccc(CC3c4ccc(OCc5ccccc5)cc4CCN3c3ccc(F)cc3)cc2)C1. Reactants: O=C([O-])O, CCCCP(CCCC)CCCC, C1CCOC1, CN1CCC(O)C1, CO, ClCCl, ClCCl, Oc1ccc(CC2c3ccc(OCc4ccccc4)cc3CCN2c2ccc(F)cc2)cc1, O=C(N=NC(=O)N1CCCCC1)N1CCCCC1, [Na+]. Reaction SMILES: [C:77](=[O:78])([OH:79])[O-:80].[CH2:41]([P:42]([CH2:43][CH2:44][CH2:45][CH3:46])[CH2:47][CH2:48][CH2:49][CH3:50])[CH2:51][CH2:52][CH3:53].[CH2:72]1[O:73][CH2:74][CH2:75][CH2:76]1.[CH3:34][N:35]1[CH2:36][CH:37]([OH:40])[CH2:38][CH2:39]1.[CH3:85][OH:86].[Cl:82][CH2:83][Cl:84].[Cl:87][CH2:88][Cl:89].[F:1][c:2]1[cH:3][cH:4][c:5]([N:8]2[CH:9]([CH2:26][c:27]3[cH:28][cH:29][c:30]([OH:33])[cH:31][cH:32]3)[c:10]3[cH:11][cH:12][c:13]([O:18][CH2:19][c:20]4[cH:21][cH:22][cH:23][cH:24][cH:25]4)[cH:14][c:15]3[CH2:16][CH2:17]2)[cH:6][cH:7]1.[N:54]([C:55]([N:56]1[CH2:57][CH2:58][CH2:59][CH2:60][CH2:61]1)=[O:62])=[N:63][C:64]([N:65]1[CH2:66][CH2:67][CH2:68][CH2:69][CH2:70]1)=[O:71].[Na+:81]>>[F:1][c:2]1[cH:3][cH:4][c:5]([N:8]2[CH:9]([CH2:26][c:27]3[cH:28][cH:29][c:30]([O:33][CH:37]4[CH2:36][N:35]([CH3:34])[CH2:39][CH2:38]4)[cH:31][cH:32]3)[c:10]3[cH:11][cH:12][c:13]([O:18][CH2:19][c:20]4[cH:21][cH:22][cH:23][cH:24][cH:25]4)[cH:14][c:15]3[CH2:16][CH2:17]2)[cH:6][cH:7]1.